describe an organic reaction: reactants, conditions, products, and yield From a dataset of the Open Reaction Database (ORD), a public repository of structured organic reaction records. Reactants: CO, COC(=O)C(N=[N+]=[N-])OC, [Na+], [OH-]. The product is COC(N=[N+]=[N-])C(=O)O. As a reaction SMILES: [CH3:13][OH:14].[N:3](=[N+:4]=[N-:5])[CH:6]([C:7](=[O:8])[O:9][CH3:10])[O:11][CH3:12].[Na+:2].[OH-:1]>>[N:3](=[N+:4]=[N-:5])[CH:6]([C:7](=[O:8])[OH:9])[O:11][CH3:12].